This data is from the Open Reaction Database (ORD), a public repository of structured organic reaction records. The task is: describe an organic reaction: reactants, conditions, products, and yield Reactants: C1(=CC=CC=C1)C1=NOC(=C1C(F)(F)F)C(=O)O (3-phenyl-4-(trifluoromethyl)isoxazole-5-carboxylic acid), N1=CC=CC=C1 (pyridine), Cl.NC1C(C2=CC=C(C=C2CC1)Br)=O (2-amino-6-bromo-3,4-dihydronaphthalen-1(2H)-one hydrochloride), C(C)(C)N(CC)C(C)C (diisopropylethylamine). The reagents and catalysts are N1=C(F)N=C(F)N=C1F (cyanuric fluoride). The solvent is ClCCl (dichloromethane), ClCCl (dichloromethane), ClCCl (dichloromethane). Run at time 20 hour. Yields the product BrC=1C=C2CCC(C(C2=CC1)=O)NC(=O)C1=C(C(=NO1)C1=CC=CC=C1)C(F)(F)F (N-(6-bromo-1-oxo-1,2,3,4-tetrahydronaphthalen-2-yl)-3-phenyl-4-(trifluoromethyl)isoxazole-5-carboxamide). Yield: 73.8%. Reaction SMILES: [C:1]1([C:7]2[C:11]([C:12]([F:15])([F:14])[F:13])=[C:10]([C:16]([OH:18])=O)[O:9][N:8]=2)[CH:6]=[CH:5][CH:4]=[CH:3][CH:2]=1.N1C=CC=CC=1.Cl.[NH2:26][CH:27]1[CH2:36][CH2:35][C:34]2[C:29](=[CH:30][CH:31]=[C:32]([Br:37])[CH:33]=2)[C:28]1=[O:38].C(N(C(C)C)CC)(C)C>ClCCl.N1C(F)=NC(F)=NC=1F>[Br:37][C:32]1[CH:33]=[C:34]2[C:29](=[CH:30][CH:31]=1)[C:28](=[O:38])[CH:27]([NH:26][C:16]([C:10]1[O:9][N:8]=[C:7]([C:1]3[CH:2]=[CH:3][CH:4]=[CH:5][CH:6]=3)[C:11]=1[C:12]([F:13])([F:14])[F:15])=[O:18])[CH2:36][CH2:35]2 |f:2.3|. Procedure: To 3-phenyl-4-(trifluoromethyl)isoxazole-5-carboxylic acid (Intermediate I-3D, 0.465 g, 1.808 mmol) in dichloromethane (5 mL) was added pyridine (0.175 ml, 2.170 mmol) followed by cyanuric fluoride (0.188 ml, 2.172 μmol) at room temperature. The reaction mixture was stirred at room temperature for 20 h., and partitioned between dichloromethane (30 mL) and cold 0.5N HCl (15 mL). The dichloromethane layer was separated, dried over sodium sulfate, and concentrated to afford an orange-red solid. The... Reactants: Br, CC(=O)N(c1ccc(Cl)cc1)C1CC(C)N(C(=O)c2ccc(C3CCCN3C(=O)OCc3ccccc3)cc2)c2ccccc21, CC(=O)O. The product is CC(=O)N(c1ccc(Cl)cc1)C1CC(C)N(C(=O)c2ccc(C3CCCN3)cc2)c2ccccc21. Reaction SMILES: [BrH:46].[C:1]([CH3:2])(=[O:3])[N:4]([CH:5]1[CH2:6][CH:7]([CH3:38])[N:8]([C:15](=[O:16])[c:17]2[cH:18][cH:19][c:20]([CH:23]3[N:24]([C:28]([O:29][CH2:30][c:31]4[cH:32][cH:33][cH:34][cH:35][cH:36]4)=[O:37])[CH2:25][CH2:26][CH2:27]3)[cH:21][cH:22]2)[c:9]2[cH:10][cH:11][cH:12][cH:13][c:14]21)[c:39]1[cH:40][cH:41][c:42]([Cl:45])[cH:43][cH:44]1.[CH3:47][C:48](=[O:49])[OH:50]>>[C:1]([CH3:2])(=[O:3])[N:4]([CH:5]1[CH2:6][CH:7]([CH3:38])[N:8]([C:15](=[O:16])[c:17]2[cH:18][cH:19][c:20]([CH:23]3[NH:24][CH2:25][CH2:26][CH2:27]3)[cH:21][cH:22]2)[c:9]2[cH:10][cH:11][cH:12][cH:13][c:14]21)[c:39]1[cH:40][cH:41][c:42]([Cl:45])[cH:43][cH:44]1. Reactants: ClC1=NC=C(C(=N1)Cl)Cl (2,4,5-trichloropyrimidine), NC1=C(C(=O)N(C)C)C=CC=C1 (2-amino-N,N-dimethylbenzamide), C(C)(C)N(CC)C(C)C (di-isopropyl-ethylamine). The solvent is C(C)(C)O (isopropanol). Reaction conditions: temperature 0 celsius, time 18 hour. Product: ClC1=NC=C(C(=N1)NC1=C(C(=O)N(C)C)C=CC=C1)Cl (2-[(2,5-dichloro-4-pyrimidinyl)amino]-N,N-dimethylbenzamide). Yield: 84.7%. Reaction SMILES: [Cl:1][C:2]1[N:7]=[C:6](Cl)[C:5]([Cl:9])=[CH:4][N:3]=1.[NH2:10][C:11]1[CH:21]=[CH:20][CH:19]=[CH:18][C:12]=1[C:13]([N:15]([CH3:17])[CH3:16])=[O:14].C(N(C(C)C)CC)(C)C>C(O)(C)C>[Cl:1][C:2]1[N:7]=[C:6]([NH:10][C:11]2[CH:21]=[CH:20][CH:19]=[CH:18][C:12]=2[C:13]([N:15]([CH3:17])[CH3:16])=[O:14])[C:5]([Cl:9])=[CH:4][N:3]=1. Procedure: A round-bottomed flask was charged with 2,4,5-trichloropyrimidine (1.0 g, 3.4 mmol), 2-amino-N,N-dimethylbenzamide (587 mg, 3.5 mmol), di-isopropyl-ethylamine (712 μL, 4.08 mmol) and 15 mL of isopropanol. The flask was fitted with a reflux condenser and the reaction was heated to reflux and stirred for 18 h. A white solid appeared in the reaction mixture. The reaction was cooled to 0° C. and filtered and solid was washed with ether to afford 2-[(2,5-dichloro-4-pyrimidinyl)amino]-N,N-dimethylbenz... Starting materials: BrCCBr, CC(C)(C)Oc1ccc(O)cc1, CO, ClC(Cl)Cl, [K+], [OH-], O. The product is CC(C)(C)Oc1ccc(OCCBr)cc1. RXN SMILES: [Br:3][CH2:4][CH2:5][Br:6].[C:7]([CH3:8])([CH3:9])([CH3:10])[O:11][c:12]1[cH:13][cH:14][c:15]([OH:18])[cH:16][cH:17]1.[CH3:20][OH:21].[Cl:22][CH:23]([Cl:24])[Cl:25].[K+:2].[OH-:1].[OH2:19]>>[Br:3][CH2:4][CH2:5][O:18][c:15]1[cH:14][cH:13][c:12]([O:11][C:7]([CH3:8])([CH3:9])[CH3:10])[cH:17][cH:16]1. The reactants are O=C(O)c1cc(Cl)ccc1Oc1ccc(F)cc1, Cl, COC(=O)c1ccc(C(C)N)cc1. Product: COC(=O)c1ccc(C(C)NC(=O)c2cc(Cl)ccc2Oc2ccc(F)cc2)cc1. Reaction SMILES: [Cl:1][c:2]1[cH:3][cH:4][c:5]([O:11][c:12]2[cH:13][cH:14][c:15]([F:18])[cH:16][cH:17]2)[c:6]([C:7](=[O:8])[OH:9])[cH:10]1.[ClH:19].[NH2:20][CH:21]([CH3:22])[c:23]1[cH:24][cH:25][c:26]([C:27](=[O:28])[O:29][CH3:30])[cH:31][cH:32]1>>[Cl:1][c:2]1[cH:3][cH:4][c:5]([O:11][c:12]2[cH:13][cH:14][c:15]([F:18])[cH:16][cH:17]2)[c:6]([C:7](=[O:9])[NH:20][CH:21]([CH3:22])[c:23]2[cH:24][cH:25][c:26]([C:27](=[O:28])[O:29][CH3:30])[cH:31][cH:32]2)[cH:10]1. Procedure: A mixture of magnesium (125.2 g, 5.15 mol), 1,2-dibromoethane (0.1 g, 0.5 mmol) and dry THF (1 L) were stirred under a blanket of nitrogen at rt for 1 h. The mixture was brought to 65° C. and 1-bromonaphthalene (343.7 g, 1.66 mol) was added by drop. Once the reaction initiated, the heating was removed and the 1-bromonaphthalene addition was continued for 2 h at a rate to maintain 55° C. 4-Bromoanisole (623.5 g, 3.33 mol) was then added over 4 h. The temperature was adjusted to 65° C. and held fo... The solvent is C1CCOC1 (THF). Product: COC1=CC=C(C=C1)P(C1=CC=CC2=CC=CC=C12)(C1=CC=C(C=C1)OC)=O (bis(4-methoxyphenyl)(1-naphthyl)phosphine oxide). The reactants are BrC1=CC=C(C=C1)OC (4-Bromoanisole), P(=O)(Cl)(Cl)Cl (Phosphorus oxychloride), [Mg] (magnesium), BrCCBr (1,2-dibromoethane), BrC1=CC=CC2=CC=CC=C12 (1-bromonaphthalene). Conditions: time 1 hour. Reaction SMILES: [Mg].Br[CH2:3][CH2:4]Br.Br[C:7]1[C:16]2[C:11](=[CH:12][CH:13]=[CH:14][CH:15]=2)[CH:10]=[CH:9][CH:8]=1.Br[C:18]1[CH:23]=[CH:22][C:21]([O:24][CH3:25])=[CH:20][CH:19]=1.[P:26](Cl)(Cl)(Cl)=[O:27]>C1COCC1>[CH3:25][O:24][C:21]1[CH:22]=[CH:23][C:18]([P:26](=[O:27])([C:4]2[CH:3]=[CH:22][C:21]([O:24][CH3:25])=[CH:20][CH:19]=2)[C:7]2[C:16]3[C:11](=[CH:12][CH:13]=[CH:14][CH:15]=3)[CH:10]=[CH:9][CH:8]=2)=[CH:19][CH:20]=1. Starting materials: CCO, Cl, O=C1C=C(c2ccc(N3CCCC3)cc2)c2ccccc2C1=O, NO, O. The product is O=C1C(=NO)C=C(c2ccc(N3CCCC3)cc2)c2ccccc21. RXN SMILES: [CH3:27][CH2:28][OH:29].[ClH:1].[N:4]1([c:9]2[cH:10][cH:11][c:12]([C:15]3=[CH:16][C:17](=[O:26])[C:18](=[O:25])[c:19]4[cH:20][cH:21][cH:22][cH:23][c:24]43)[cH:13][cH:14]2)[CH2:5][CH2:6][CH2:7][CH2:8]1.[NH2:2][OH:3].[OH2:30]>>[N:2]([OH:3])=[C:17]1[CH:16]=[C:15]([c:12]2[cH:11][cH:10][c:9]([N:4]3[CH2:5][CH2:6][CH2:7][CH2:8]3)[cH:14][cH:13]2)[c:24]2[c:19]([cH:20][cH:21][cH:22][cH:23]2)[C:18]1=[O:25].